Dataset: the Open Reaction Database (ORD), a public repository of structured organic reaction records. Task: describe an organic reaction: reactants, conditions, products, and yield Reactants: CC(O)C(Nc1ccc(C#N)c(Cl)c1Cl)C(=O)O, CCc1c(NC(C(=O)NNC(=O)c2ccccc2)C(C)O)ccc(C#N)c1Cl, NNC(=O)c1ccccc1. Product: CC(O)C(Nc1ccc(C#N)c(Cl)c1Cl)C(=O)NNC(=O)c1ccccc1. As a reaction SMILES: [Cl:1][c:2]1[c:3]([NH:11][CH:12]([C:13](=[O:14])[OH:15])[CH:16]([CH3:17])[OH:18])[cH:4][cH:5][c:6]([C:9]#[N:10])[c:7]1[Cl:8].[Cl:29][c:30]1[c:31]([CH2:32][CH3:33])[c:34]([NH:35][CH:36]([CH:37]([OH:38])[CH3:39])[C:40]([NH:41][NH:42][C:43](=[O:44])[c:45]2[cH:46][cH:47][cH:48][cH:49][cH:50]2)=[O:51])[cH:52][cH:53][c:54]1[C:55]#[N:56].[NH2:19][NH:20][C:21](=[O:22])[c:23]1[cH:24][cH:25][cH:26][cH:27][cH:28]1>>[Cl:1][c:2]1[c:3]([NH:11][CH:12]([C:13](=[O:15])[NH:19][NH:20][C:21](=[O:22])[c:23]2[cH:24][cH:25][cH:26][cH:27][cH:28]2)[CH:16]([CH3:17])[OH:18])[cH:4][cH:5][c:6]([C:9]#[N:10])[c:7]1[Cl:8]. The reactants are BrC1=CC2=C(C3=NC(=CN3CCO2)C=2N(N=C(N2)C)CC(F)(F)F)C=C1 (8-bromo-2-[5-methyl-2-(2,2,2-trifluoro-ethyl)-2H-[1,2,4]triazol-3-yl]-4,5-dihydro-6-oxa-1,3a-diaza-benzo[e]azulene), N1[C@H](C(=O)O)CCC1 (L-proline). The product is CC=1N=C(N(N1)CC(F)(F)F)C1=CN2CCOC3=C(C2=N1)C=CC(=C3)N3[C@@H](CCC3)C(=O)O ((S)-1-{2-[5-Methyl-2-(2,2,2-trifluoro-ethyl)-2H-[1,2,4]triazol-3-yl]-4,5-dihydro-6-oxa-1,3a-diaza-benzo[e]azulen-8-yl}-pyrrolidine-2-carboxylic acid). As a reaction SMILES: Br[C:2]1[CH:26]=[CH:25][C:5]2[C:6]3[N:10]([CH2:11][CH2:12][O:13][C:4]=2[CH:3]=1)[CH:9]=[C:8]([C:14]1[N:15]([CH2:20][C:21]([F:24])([F:23])[F:22])[N:16]=[C:17]([CH3:19])[N:18]=1)[N:7]=3.[NH:27]1[CH2:34][CH2:33][CH2:32][C@H:28]1[C:29]([OH:31])=[O:30]>>[CH3:19][C:17]1[N:18]=[C:14]([C:8]2[N:7]=[C:6]3[N:10]([CH2:11][CH2:12][O:13][C:4]4[CH:3]=[C:2]([N:27]5[CH2:34][CH2:33][CH2:32][C@H:28]5[C:29]([OH:31])=[O:30])[CH:26]=[CH:25][C:5]=43)[CH:9]=2)[N:15]([CH2:20][C:21]([F:23])([F:22])[F:24])[N:16]=1. Reported procedure: 8-bromo-2-[5-methyl-2-(2,2,2-trifluoro-ethyl)-2H-[1,2,4]triazol-3-yl]-4,5-dihydro-6-oxa-1,3a-diaza-benzo[e]azulene and L-proline were reacted to give (S)-1-{2-[5-Methyl-2-(2,2,2-trifluoro-ethyl)-2H-[1,2,4]triazol-3-yl]-4,5-dihydro-6-oxa-1,3a-diaza-benzo[e]azulen-8-yl}-pyrrolidine-2-carboxylic acid. LCMS: RT=3.06 min, [M+H]+=463. Starting materials: OC1=CC=C(C=C1)CCN1C(N(C(C=2NC(=NC12)C12CCC(CC1)(CC2)C(=O)O)=O)CCC)=O (4-{3-[2-(4-Hydroxy-phenyl)-ethyl]-2,6-dioxo-1-propyl-2,3,6,7-tetrahydro-1H-purin-8-yl}-bicyclo[2.2.2]octane-1-carboxylic acid), [OH-].[Na+] (NaOH), II (iodine). Run in O (water), C(C)O (ethanol). Product: OC1=C(C=C(C=C1)CCN1C(N(C(C=2NC(=NC12)C12CCC(CC1)(CC2)C(=O)O)=O)CCC)=O)I (4-{3-[2-(4-Hydroxy-3-iodo-phenyl)-ethyl]-2,6-dioxo-1-propyl-2,3,6,7-tetrahydro-1H-purin-8-yl}-bicyclo[2.2.2]octane-1-carboxylic acid). The yield is 18.9%. RXN SMILES: [OH:1][C:2]1[CH:7]=[CH:6][C:5]([CH2:8][CH2:9][N:10]2[C:18]3[N:17]=[C:16]([C:19]45[CH2:26][CH2:25][C:22]([C:27]([OH:29])=[O:28])([CH2:23][CH2:24]4)[CH2:21][CH2:20]5)[NH:15][C:14]=3[C:13](=[O:30])[N:12]([CH2:31][CH2:32][CH3:33])[C:11]2=[O:34])=[CH:4][CH:3]=1.[OH-].[Na+].[I:37]I>O.C(O)C>[OH:1][C:2]1[CH:7]=[CH:6][C:5]([CH2:8][CH2:9][N:10]2[C:18]3[N:17]=[C:16]([C:19]45[CH2:20][CH2:21][C:22]([C:27]([OH:29])=[O:28])([CH2:25][CH2:26]4)[CH2:23][CH2:24]5)[NH:15][C:14]=3[C:13](=[O:30])[N:12]([CH2:31][CH2:32][CH3:33])[C:11]2=[O:34])=[CH:4][C:3]=1[I:37] |f:1.2|. Procedure details: To a solution of 50 mg 4-{3-[2-(4-Hydroxy-phenyl)-ethyl]-2,6-dioxo-1-propyl-2,3,6,7-tetrahydro-1H-purin-8-yl}-bicyclo[2.2.2]octane-1-carboxylic acid (Example 27a) (0.107 mmol) in water (10 ml) containing 1 eq. of 1N NaOH (110 μL) was added at rt a solution of 30 mg of iodine (0.107 mmol) in ethanol (1 ml). The reaction mixture was concentrated in vacuo and the crude product purified by preparative chromatography to afford 12 mg (20%) of desired product (MH+=592.89). Starting materials: C(C)C=1C=C(CC(C(=O)O)CC(N2CCC(CC2)N2C(NC3=CC=CC=C3C2)=O)=O)C=CC1CC (2-(3,4-diethyl-benzyl)-4-oxo-4-[4-(2-oxo-1,4-dihydro-2H-quinazolin-3-yl)-piperidin-1-yl]-butanoic acid), CN1CCN(CC1)C1CCNCC1 (1-methyl-4-piperidin-4-yl-piperazine). The product is C(C)C=1C=C(CC(C(=O)N2CCC(CC2)N2CCN(CC2)C)CC(=O)N2CCC(CC2)N2C(NC3=CC=CC=C3C2)=O)C=CC1CC (2-(3,4-diethyl-benzyl)-1-[4-(4-methyl-piperazin-1-yl)-piperidin-1-yl]-4-[4-(2-oxo-1,4-dihydro-2H-quinazolin-3-yl)-piperidin-1-yl]-butan-1,4-dione). Reaction SMILES: [CH2:1]([C:3]1[CH:4]=[C:5]([CH:31]=[CH:32][C:33]=1[CH2:34][CH3:35])[CH2:6][CH:7]([CH2:11][C:12](=[O:30])[N:13]1[CH2:18][CH2:17][CH:16]([N:19]2[CH2:28][C:27]3[C:22](=[CH:23][CH:24]=[CH:25][CH:26]=3)[NH:21][C:20]2=[O:29])[CH2:15][CH2:14]1)[C:8](O)=[O:9])[CH3:2].[CH3:36][N:37]1[CH2:42][CH2:41][N:40]([CH:43]2[CH2:48][CH2:47][NH:46][CH2:45][CH2:44]2)[CH2:39][CH2:38]1>>[CH2:1]([C:3]1[CH:4]=[C:5]([CH:31]=[CH:32][C:33]=1[CH2:34][CH3:35])[CH2:6][CH:7]([CH2:11][C:12]([N:13]1[CH2:18][CH2:17][CH:16]([N:19]2[CH2:28][C:27]3[C:22](=[CH:23][CH:24]=[CH:25][CH:26]=3)[NH:21][C:20]2=[O:29])[CH2:15][CH2:14]1)=[O:30])[C:8]([N:46]1[CH2:45][CH2:44][CH:43]([N:40]2[CH2:39][CH2:38][N:37]([CH3:36])[CH2:42][CH2:41]2)[CH2:48][CH2:47]1)=[O:9])[CH3:2]. Procedure: Prepared analogously to Example 76e) from 2-(3,4-diethyl-benzyl)-4-oxo-4-[4-(2-oxo-1,4-dihydro-2H-quinazolin-3-yl)-piperidin-1-yl]-butanoic acid and 1-methyl-4-piperidin-4-yl-piperazine